Dataset: the Open Reaction Database (ORD), a public repository of structured organic reaction records. Task: describe an organic reaction: reactants, conditions, products, and yield The reactants are ClC=1C=C(C=CC1)S(=O)(=O)N1CCN(CC1)C1=C(C=NC=C1Cl)Cl (1-[(3-chlorophenyl)sulfonyl]-4-(3,5-dichloropyridin-4-yl)piperazine), ClC=1C=NC=C(C1N1CCNCC1)Cl (1-(3,5-dichloro-4-pyridyl)piperazine). Product: ClC=1C=C(C=CC1)S(=O)(=O)Cl (3-chlorobenzene sulfonyl chloride). Isolated yield 66.0%. As a reaction SMILES: [Cl:1][C:2]1[CH:3]=[C:4]([S:8](N2CCN(C3C(Cl)=CN=CC=3Cl)CC2)(=[O:10])=[O:9])[CH:5]=[CH:6][CH:7]=1.[Cl:25]C1C=NC=C(Cl)C=1N1CCNCC1>>[Cl:1][C:2]1[CH:3]=[C:4]([S:8]([Cl:25])(=[O:10])=[O:9])[CH:5]=[CH:6][CH:7]=1. Procedure details: In an analogous manner to Example 1F, step 1Q 1-[(3-chlorophenyl)sulfonyl]-4-(3,5-dichloropyridin-4-yl)piperazine was prepared from 1-(3,5-dichloro-4-pyridyl)piperazine (0.1 g, 0.43 mmol) and 3-chlorobenzene sulfonyl chloride (66% yield). As a reaction SMILES: C([O:8][CH2:9][C:10]([CH:15]1[CH2:20][CH2:19][CH2:18][CH2:17][CH2:16]1)([CH2:13][OH:14])[CH2:11][OH:12])C1C=CC=CC=1.N.[Na].[Cl-].[NH4+]>C(OCC)C>[CH:15]1([C:10]([CH2:9][OH:8])([CH2:11][OH:12])[CH2:13][OH:14])[CH2:20][CH2:19][CH2:18][CH2:17][CH2:16]1 |f:3.4,^1:21|. Reactants: C(C1=CC=CC=C1)OCC(CO)(CO)C1CCCCC1 (2-Benzyloxymethyl-2-cyclohexyl-propan-1,3-diol), N (ammonia), [Cl-].[NH4+] (ammonium chloride), [Na] (Sodium). The solvent is C(C)OCC (diethyl ether). Reported procedure: 2-Benzyloxymethyl-2-cyclohexyl-propan-1,3-diol (5.5 g.) in dry diethyl ether (50 ml.) was added to liquid ammonia (200 ml) at -70°. Sodium (2.5 g.) was added to the stirred solution. Stirring was maintained at -70° for 1 hour. The mixture was allowed to warm up to 0° and solid ammonium chloride (15 g.) was added cautiously. The ammonia was removed from the reaction mixture under a current of nitrogen. Methanol (25 ml.) was added to the stirred mixture to destroy residual sodium. Dichloromethane ... Product: C1(CCCCC1)C(CO)(CO)CO (2-Cyclohexyl-2-hydroxymethylpropan-1,3-diol). Starting materials: OC=1C(=CC=C2C=CC=NC12)C(=O)O (8-hydroxyquinoline-7-carboxylic acid), Cl.ClC=1C=C2C=CC(=CC2=CC1)S(=O)(=O)N1CCNCC1 (1-[(6-chloronaphthalen-2-yl)sulfonyl]piperazine hydrochloride), raw materials. Yields the product Cl.ClC=1C=C2C=CC(=CC2=CC1)S(=O)(=O)N1CCN(CC1)C(=O)C1=CC=C2C=CC=NC2=C1O (1-[(6-Chloronaphthalen-2-yl]sulfonyl]-4-[(8-hydroxyquinolin-7-yl)carbonyl]piperazine hydrochloride). RXN SMILES: [OH:1][C:2]1[C:3]([C:12]([OH:14])=O)=[CH:4][CH:5]=[C:6]2[C:11]=1[N:10]=[CH:9][CH:8]=[CH:7]2.Cl.[Cl:16][C:17]1[CH:18]=[C:19]2[C:24](=[CH:25][CH:26]=1)[CH:23]=[C:22]([S:27]([N:30]1[CH2:35][CH2:34][NH:33][CH2:32][CH2:31]1)(=[O:29])=[O:28])[CH:21]=[CH:20]2>>[ClH:16].[Cl:16][C:17]1[CH:18]=[C:19]2[C:24](=[CH:25][CH:26]=1)[CH:23]=[C:22]([S:27]([N:30]1[CH2:31][CH2:32][N:33]([C:12]([C:3]3[C:2]([OH:1])=[C:11]4[C:6]([CH:7]=[CH:8][CH:9]=[N:10]4)=[CH:5][CH:4]=3)=[O:14])[CH2:34][CH2:35]1)(=[O:28])=[O:29])[CH:21]=[CH:20]2 |f:1.2,3.4|. Procedure details: In a similar manner to Example 4 except for the use of 8-hydroxyquinoline-7-carboxylic acid and 1-[(6-chloronaphthalen-2-yl)sulfonyl]piperazine hydrochloride as the raw materials, the reaction was conducted, whereby the title compound was obtained. The reactants are CC(C)(C)S, C1CCOC1, CCOCC, CCOC(=O)c1c(C(F)F)nc(C(F)(F)F)c(C(=O)OCC)c1Br, [H-], [Na+]. The product is CCOC(=O)c1c(C(F)F)nc(C(F)(F)F)c(C(=O)OCC)c1SC(C)(C)C. As a reaction SMILES: [C:3]([CH3:4])([CH3:5])([CH3:6])[SH:7].[CH2:37]1[O:38][CH2:39][CH2:40][CH2:41]1.[CH3:32][CH2:33][O:34][CH2:35][CH3:36].[F:8][CH:9]([c:10]1[c:11]([C:26](=[O:27])[O:28][CH2:29][CH3:30])[c:12]([Br:25])[c:13]([C:20](=[O:21])[O:22][CH2:23][CH3:24])[c:14]([C:16]([F:17])([F:18])[F:19])[n:15]1)[F:31].[H-:2].[Na+:1]>>[C:3]([CH3:4])([CH3:5])([CH3:6])[S:7][c:12]1[c:11]([C:26](=[O:27])[O:28][CH2:29][CH3:30])[c:10]([CH:9]([F:8])[F:31])[n:15][c:14]([C:16]([F:17])([F:18])[F:19])[c:13]1[C:20](=[O:21])[O:22][CH2:23][CH3:24]. Reactants: S(=O)(=O)(Cl)Cl (Sulfuryl chloride), CNC(=O)N1N=C(C=C1C)OC1=C(C=C(C=C1)[N+](=O)[O-])C(F)(F)F (N-methyl-5-methyl-3-(4-nitro-2-trifluoromethylphenyloxy)pyrazole-1-carboxamide), ice water. The solvent is C(C)(=O)O (acetic acid). Run at time 4 hour. The product is CNC(=O)N1N=C(C(=C1C)Cl)OC1=C(C=C(C=C1)[N+](=O)[O-])C(F)(F)F (N-methyl-4-chloro-5-methyl-3-(4-nitro-2-trifluoromethylphenyloxy)pyrazole-1-carboxamide). Yield: 71.3%. Reaction SMILES: S(Cl)([Cl:4])(=O)=O.[CH3:6][NH:7][C:8]([N:10]1[C:14]([CH3:15])=[CH:13][C:12]([O:16][C:17]2[CH:22]=[CH:21][C:20]([N+:23]([O-:25])=[O:24])=[CH:19][C:18]=2[C:26]([F:29])([F:28])[F:27])=[N:11]1)=[O:9]>C(O)(=O)C>[CH3:6][NH:7][C:8]([N:10]1[C:14]([CH3:15])=[C:13]([Cl:4])[C:12]([O:16][C:17]2[CH:22]=[CH:21][C:20]([N+:23]([O-:25])=[O:24])=[CH:19][C:18]=2[C:26]([F:29])([F:28])[F:27])=[N:11]1)=[O:9]. Reported procedure: Sulfuryl chloride (0.16 g, 1.2 mmol) was added to a solution of N-methyl-5-methyl-3-(4-nitro-2-trifluoromethylphenyloxy)pyrazole-1-carboxamide (0.34 g, 1.0 mmol) in acetic acid (5 ml), and the mixture was stirred at room temperature for 4 hours. After completion of the reaction, the reaction mixture was poured into ice water and extracted with ethyl acetate (10 ml×3). An organic layer was washed with water, dried over anhydrous magnesium sulfate and filtered to remove a desiccant. The solvent wa... Reactants: C1CCOC1, CCOC(=O)Cc1cc(Cl)c(NC(=O)c2cn(C)c3cc(F)ccc23)cc1F, Cl, [Na+], [OH-]. Product: Cn1cc(C(=O)Nc2cc(F)c(CC(=O)O)cc2Cl)c2ccc(F)cc21. As a reaction SMILES: [CH2:31]1[O:32][CH2:33][CH2:34][CH2:35]1.[Cl:1][c:2]1[c:3]([NH:15][C:16](=[O:17])[c:18]2[cH:19][n:20]([CH3:28])[c:21]3[cH:22][c:23]([F:27])[cH:24][cH:25][c:26]23)[cH:4][c:5]([F:14])[c:6]([CH2:8][C:9](=[O:10])[O:11][CH2:12][CH3:13])[cH:7]1.[ClH:36].[Na+:30].[OH-:29]>>[Cl:1][c:2]1[c:3]([NH:15][C:16](=[O:17])[c:18]2[cH:19][n:20]([CH3:28])[c:21]3[cH:22][c:23]([F:27])[cH:24][cH:25][c:26]23)[cH:4][c:5]([F:14])[c:6]([CH2:8][C:9](=[O:10])[OH:11])[cH:7]1. Starting materials: Cl (HCl), ClC=1C=CC=2N(N1)C(=CN2)COC (6-chloro-3-(methoxymethyl)imidazo[1,2-b]pyridazine), NCC1=NC=CC=C1 (2-(aminomethyl)pyridine), CCOCC (Et2O), Cl (HCl). Product: Cl.C(C)OCC1=CN=C2N1N=C(C=C2)NCC2=NC=CC=C2 (3-(Ethoxymethyl)-N-(pyridin-2-ylmethyl)imidazo[1,2-b]pyridazin-6-amine hydrochloride). Isolated yield 12.0%. Reaction SMILES: [Cl:1][C:2]1[CH:3]=[CH:4][C:5]2[N:6]([C:8]([CH2:11][O:12][CH3:13])=[CH:9][N:10]=2)[N:7]=1.[NH2:14][CH2:15][C:16]1[CH:21]=[CH:20][CH:19]=[CH:18][N:17]=1.Cl.[CH3:23]COCC>>[ClH:1].[CH2:13]([O:12][CH2:11][C:8]1[N:6]2[N:7]=[C:2]([NH:14][CH2:15][C:16]3[CH:21]=[CH:20][CH:19]=[CH:18][N:17]=3)[CH:3]=[CH:4][C:5]2=[N:10][CH:9]=1)[CH3:23] |f:4.5|. Procedure: Prepared from 6-chloro-3-(methoxymethyl)imidazo[1,2-b]pyridazine (8a) and 2-(aminomethyl)pyridine according to general procedure 4 (step B). The free-base was converted to the HCl salt with 2N HCl in Et2O to provide the title compound (13 mg, 12%) as a white solid; 1H NMR (500 MHz, CD3OD) δ 8.56 (d, J=5.1 Hz, 1H), 7.95 (m, 2H), 7.84 (s, 1H), 7.63 (d, J=7.9 Hz, 1H), 7.43 (dd, J=5.8, 7.8 Hz, 1H), 7.31 (d, J=9.9 Hz, 1H), 4.75 (s, 2H), 4.64 (s, 2H), 3.30 (s, 3H); 13C NMR (75 MHz, CD3OD) δ 158.4, 156... Starting materials: ClC1=NC2=CC=CC=C2C=C1I (2-Chloro-3-iodo-quinoline), C(C)(=O)O (acetic acid). Run in O (water). Conditions: temperature 100 celsius. Product: IC=1C(NC2=CC=CC=C2C1)=O (3-Iodo-1H-quinolin-2-one). As a reaction SMILES: Cl[C:2]1[C:11]([I:12])=[CH:10][C:9]2[C:4](=[CH:5][CH:6]=[CH:7][CH:8]=2)[N:3]=1.C(O)(=[O:15])C>O>[I:12][C:11]1[C:2](=[O:15])[NH:3][C:4]2[C:9]([CH:10]=1)=[CH:8][CH:7]=[CH:6][CH:5]=2. Procedure: The 2-chloro-3-iodoquinoline (1-2, 30.0 g) was weighed into a 250 mL flask and suspended in of 50% aqueous acetic acid (125 mL). The mixture was heated to 100° C. and allowed to reflux for 16 h to completion by TLC analysis of the crude reaction mixture. The mixture was allowed to cool to ambient temperature followed by dilution with 200 mL of water. The resulting a suspension of the desired product was isolated by vacuum filtration follows by washing with water (50 mL). The water and traces of ... Reactants: O=C(CCCCCCCCCCC)C1=CC=C(O1)/C=C/C(=O)OCC (ethyl (E)-3-[5-(1-oxododecyl)-2-furanyl]-2-propenoate), [OH-].[Na+] (sodium hydroxide). Solvent: C(C)O (ethanol). Yields the product O=C(CCCCCCCCCCC)C1=CC=C(O1)/C=C/C(=O)O ((E)-3-[5-(1-oxododecyl)-2-furanyl]-2-propenoic acid). Reaction SMILES: [O:1]=[C:2]([C:14]1[O:18][C:17](/[CH:19]=[CH:20]/[C:21]([O:23]CC)=[O:22])=[CH:16][CH:15]=1)[CH2:3][CH2:4][CH2:5][CH2:6][CH2:7][CH2:8][CH2:9][CH2:10][CH2:11][CH2:12][CH3:13].[OH-].[Na+]>C(O)C>[O:1]=[C:2]([C:14]1[O:18][C:17](/[CH:19]=[CH:20]/[C:21]([OH:23])=[O:22])=[CH:16][CH:15]=1)[CH2:3][CH2:4][CH2:5][CH2:6][CH2:7][CH2:8][CH2:9][CH2:10][CH2:11][CH2:12][CH3:13] |f:1.2|. Reported procedure: A mixture of 5.0 g (0.014 mole) of ethyl (E)-3-[5-(1-oxododecyl)-2-furanyl]-2-propenoate and 108 ml of ethanol, is heated to reflux. To the mixture is added 50 ml of 1 N aqueous sodium hydroxide, the ethanol is distilled off being replaced with water, and the aqueous solution is cooled to room temperature acidified with 200 ml of 1 N hydrochloric acid. The solid is collected by filtration and dried. Recrystallization from methanol gives (E)-3-[5-(1-oxododecyl)-2-furanyl]-2-propenoic acid, mp 122...